From a dataset of the Open Reaction Database (ORD), a public repository of structured organic reaction records. describe an organic reaction: reactants, conditions, products, and yield The reactants are NC1=C(C=C(C=2C(C3=CC=CC=C3C(C12)=S)=O)C1=CC=CC=C1)Br (1-amino-2-bromo-4-phenylthioanthraquinone), OCCS(=O)(=O)C=1C=C(C=CC1)O (3-β-hydroxyethylsulfonylphenol). The product is C1=CC=CC=2C(C3=CC=CC=C3C(C12)=O)=O (anthraquinone). RXN SMILES: N[C:2]1[C:15]2C(=S)[C:13]3[C:8](=[CH:9][CH:10]=[CH:11][CH:12]=3)[C:7](=[O:17])[C:6]=2[C:5]([C:18]2C=CC=CC=2)=[CH:4][C:3]=1Br.[OH:25]CCS(C1C=C(O)C=CC=1)(=O)=O>>[CH:12]1[C:13]2[C:18](=[O:25])[C:5]3[C:6](=[CH:15][CH:2]=[CH:3][CH:4]=3)[C:7](=[O:17])[C:8]=2[CH:9]=[CH:10][CH:11]=1. Procedure: Example 7 was repeated, except that the compounds shown in 1st and 2nd columns of the following table were used in place of the 1-amino-2-bromo-4-phenylthioanthraquinone and 3-β-hydroxyethylsulfonylphenol, respectively, thereby obtaining a corresponding anthraquinone compound. The color shade obtained by dyeing cotton with the compound is as shown in a 3rd column of the above. Each compound can exhibit superior dye performances as described hereinabove. Starting materials: [BH4-].[Na+] (sodium borohydride), [OH-].[Na+] (sodium hydroxide), OC1=CC=C(C=N[C@H](C)C2=CC=CC=C2)C=C1 ((R)-(-)-N-(p-hydroxybenzylidene)-1-phenylethylamine), Cl (hydrochloric acid). Solvent: O (water), C(C)O (ethyl alcohol), C(Cl)(Cl)Cl (chloroform). Reaction conditions: time 2 hour. Yields the product OC1=CC=C(CN[C@H](C)C2=CC=CC=C2)C=C1 ((R)-(+)-N-(p-hydroxybenzyl)- 1-phenylethylamine). Yield: 99.8%. RXN SMILES: [OH:1][C:2]1[CH:17]=[CH:16][C:5]([CH:6]=[N:7][C@@H:8]([C:10]2[CH:15]=[CH:14][CH:13]=[CH:12][CH:11]=2)[CH3:9])=[CH:4][CH:3]=1.[BH4-].[Na+].Cl.[OH-].[Na+]>C(O)C.C(Cl)(Cl)Cl.O>[OH:1][C:2]1[CH:3]=[CH:4][C:5]([CH2:6][NH:7][C@@H:8]([C:10]2[CH:11]=[CH:12][CH:13]=[CH:14][CH:15]=2)[CH3:9])=[CH:16][CH:17]=1 |f:1.2,4.5|. Procedure details: 11.26 g (0.05 mole) of (R)-(-)-N-(p-hydroxybenzylidene)-1-phenylethylamine were dissolved in 150 ml of ethyl alcohol. The resulting solution was admixed with 0.95 g (0.025 mole) of sodium borohydride at room temperature, stirred at a temperature of from 30° to 35° C. for 2 hours, and then stirred at a temperature of from 55° to 60° C. for 2 hours. After the completion of the reaction, 28 ml of a 10% hydrochloric acid were added at room temperature to the reaction mixture, which was then concentr... The reactants are OC(CBr)c1ccc(Cl)c(Cl)c1, CC(C)N, CCOC(C)=O. The product is CC(C)NCC(O)c1ccc(Cl)c(Cl)c1. Reaction SMILES: [Br:1][CH2:2][CH:3]([OH:4])[c:5]1[cH:6][c:7]([Cl:12])[c:8]([Cl:11])[cH:9][cH:10]1.[CH3:13][CH:14]([CH3:15])[NH2:16].[CH3:17][CH2:18][O:19][C:20]([CH3:21])=[O:22]>>[CH2:2]([CH:3]([OH:4])[c:5]1[cH:6][c:7]([Cl:12])[c:8]([Cl:11])[cH:9][cH:10]1)[NH:16][CH:14]([CH3:13])[CH3:15]. Starting materials: CC(C)(C)OC(=O)N1CCC(c2nsc(=O)[nH]2)C1, CO, Cl, C1COCCO1. Yields the product O=c1[nH]c(C2CCNC2)ns1. As a reaction SMILES: [C:1]([O:2][C:3](=[O:4])[N:8]1[CH2:9][CH:10]([c:13]2[n:14][s:15][c:16](=[O:18])[nH:17]2)[CH2:11][CH2:12]1)([CH3:5])([CH3:6])[CH3:7].[CH3:26][OH:27].[ClH:19].[O:20]1[CH2:21][CH2:22][O:23][CH2:24][CH2:25]1>>[NH:8]1[CH2:9][CH:10]([c:13]2[n:14][s:15][c:16](=[O:18])[nH:17]2)[CH2:11][CH2:12]1. Starting materials: C(C1=CC=CC=C1)N1CC(C(C1)C1=CC=CC=C1)C=O (1-Benzyl-3-(SR)-formyl-4-(SR)-phenylpyrrolidine), Cl.C1(=C(C=CC=C1)C1CCNCC1)C (4-(2-tolyl)-piperidine-hydrochloride), CCN(C(C)C)C(C)C (DIEA), C(C)(=O)O[BH-](OC(C)=O)OC(C)=O.[Na+] (sodium triacetoxy-borohydride). Yields the product C(C1=CC=CC=C1)N1CC(C(C1)C1=CC=CC=C1)CN1CCC(CC1)C1=C(C=CC=C1)C (1-Benzyl-3-(SR)-(4-(2-tolyl)-piperidin-1-ylmethyl)-4-(SR)-phenylpyrrolidine). Isolated yield 84.1%. RXN SMILES: [CH2:1]([N:8]1[CH2:12][CH:11]([C:13]2[CH:18]=[CH:17][CH:16]=[CH:15][CH:14]=2)[CH:10]([CH:19]=O)[CH2:9]1)[C:2]1[CH:7]=[CH:6][CH:5]=[CH:4][CH:3]=1.Cl.[C:22]1([CH3:34])[CH:27]=[CH:26][CH:25]=[CH:24][C:23]=1[CH:28]1[CH2:33][CH2:32][NH:31][CH2:30][CH2:29]1.CCN(C(C)C)C(C)C.C(O[BH-](OC(=O)C)OC(=O)C)(=O)C.[Na+]>>[CH2:1]([N:8]1[CH2:12][CH:11]([C:13]2[CH:18]=[CH:17][CH:16]=[CH:15][CH:14]=2)[CH:10]([CH2:19][N:31]2[CH2:32][CH2:33][CH:28]([C:23]3[CH:24]=[CH:25][CH:26]=[CH:27][C:22]=3[CH3:34])[CH2:29][CH2:30]2)[CH2:9]1)[C:2]1[CH:7]=[CH:6][CH:5]=[CH:4][CH:3]=1 |f:1.2,4.5|. Reported procedure: The title compound was prepared from 21 mg of 1-Benzyl-3-(SR)-formyl-4-(SR)-phenylpyrrolidine, 16 mg of 4-(2-tolyl)-piperidine-hydrochloride, 0.013 mL of DIEA and 23 mg of sodium triacetoxy-borohydride using a procedure analogous to that described in Example 9, Step B to provide 27 mg of the title compound. HPLC (YMC "Octyl" 4.6×250 mm column, 60:40 v/v H2O/CH3CN+0.5% TFA, 1.5 mL/min, 200 nm): Retention Time: 6.69 min. 1H NMR (300 MHz, CDCl3): δ1.58-1.74 (m, 6H), 1.91-1.99 (m, 2H), 2.28 (s, 3H),...